This data is from the Open Reaction Database (ORD), a public repository of structured organic reaction records. The task is: describe an organic reaction: reactants, conditions, products, and yield The reactants are C(CCCCCCCCCCCCC)C1=CC=CC=C1 (tetradecylbenzene), C(=CCCCCCCCCCCCC)S(=O)(=O)O (tetradecenylsulfonic acid). Yields the product C(CCCCCCCCCCCCC)C1=C(C=CC=C1)CCCCCCCCCCCCCCS(=O)(=O)O ((Tetradecylphenyl) tetradecylsulfonic acid). Reaction SMILES: [CH2:1]([C:15]1[CH:20]=[CH:19][CH:18]=[CH:17][CH:16]=1)[CH2:2][CH2:3][CH2:4][CH2:5][CH2:6][CH2:7][CH2:8][CH2:9][CH2:10][CH2:11][CH2:12][CH2:13][CH3:14].[CH:21]([S:35]([OH:38])(=[O:37])=[O:36])=[CH:22][CH2:23][CH2:24][CH2:25][CH2:26][CH2:27][CH2:28][CH2:29][CH2:30][CH2:31][CH2:32][CH2:33][CH3:34]>>[CH2:1]([C:15]1[CH:16]=[CH:17][CH:18]=[CH:19][C:20]=1[CH2:34][CH2:33][CH2:32][CH2:31][CH2:30][CH2:29][CH2:28][CH2:27][CH2:26][CH2:25][CH2:24][CH2:23][CH2:22][CH2:21][S:35]([OH:38])(=[O:37])=[O:36])[CH2:2][CH2:3][CH2:4][CH2:5][CH2:6][CH2:7][CH2:8][CH2:9][CH2:10][CH2:11][CH2:12][CH2:13][CH3:14]. Procedure: (Tetradecylphenyl) tetradecylsulfonic acid was prepared according to procedures described in U.S. U.S. Pat. No. 6,043,391 from tetradecylbenzene and tetradecenylsulfonic acid. The reactants are solution, Cl (HCl), CO (MeOH), FC(C1=CC=C(C=C1)[C@]12CN(C[C@@H]2C1)CCCN1C(NC(C(=C1)C=1C(=NN(C1C)C)C)=O)=O)(F)F (1-(3-{(1S,5R)-1-[4-(trifluoromethyl)phenyl]-3-azabicyclo[3.1.0]hex-3-yl}propyl)-5-(1,3,5-trimethyl-1H-pyrazol-4-yl)-2,4(1H,3H)-pyrimidinedione). Run in C(C)OCC (Diethyl ether). Product: Cl.Cl.FC(C1=CC=C(C=C1)[C@]12CN(C[C@@H]2C1)CCCN1C(NC(C(=C1)C=1C(=NN(C1C)C)C)=O)=O)(F)F (1-(3-{(1S,5R)-1-[4-(trifluoromethyl)phenyl]-3-azabicyclo[3.1.0]hex-3-yl}propyl)-5-(1,3,5-trimethyl-1H-pyrazol-4-yl)-2,4(1H,3H)-pyrimidinedione dihydrochloride). Isolated yield 72.4%. Reaction SMILES: [F:1][C:2]([F:35])([F:34])[C:3]1[CH:8]=[CH:7][C:6]([C@:9]23[CH2:14][C@H:13]2[CH2:12][N:11]([CH2:15][CH2:16][CH2:17][N:18]2[CH:23]=[C:22]([C:24]4[C:25]([CH3:31])=[N:26][N:27]([CH3:30])[C:28]=4[CH3:29])[C:21](=[O:32])[NH:20][C:19]2=[O:33])[CH2:10]3)=[CH:5][CH:4]=1.[ClH:36].CO>C(OCC)C>[ClH:36].[ClH:36].[F:35][C:2]([F:1])([F:34])[C:3]1[CH:4]=[CH:5][C:6]([C@:9]23[CH2:14][C@H:13]2[CH2:12][N:11]([CH2:15][CH2:16][CH2:17][N:18]2[CH:23]=[C:22]([C:24]4[C:25]([CH3:31])=[N:26][N:27]([CH3:30])[C:28]=4[CH3:29])[C:21](=[O:32])[NH:20][C:19]2=[O:33])[CH2:10]3)=[CH:7][CH:8]=1 |f:4.5.6|. Procedure details: 1-(3-{(1S,5R)-1-[4-(trifluoromethyl)phenyl]-3-azabicyclo[3.1.0]hex-3-yl}propyl)-5-(1,3,5-trimethyl-1H-pyrazol-4-yl)-2,4(1H,3H)-pyrimidinedione (E12, 32.7 mg, 0.065 mmol) was dissolved and sonicated in Diethyl ether (3 ml) to give a white suspension. A 1.25M solution of HCl in MeOH (0.130 ml, 0.163 mmol) was added at room temperature. The obtained mixture was sonicated for 3 min and the solvent evaporated in vacuo. Obtained 27.2 mg (72.4% yield) of the title compound as a white solid.